This data is from the Open Reaction Database (ORD), a public repository of structured organic reaction records. The task is: describe an organic reaction: reactants, conditions, products, and yield The reactants are O=C([O-])[O-], COc1cc(Cl)ccc1[N+](=O)[O-], [Na+], [Na+], C1COCCO1, Cl[Pd]Cl, c1ccc(P(c2ccccc2)c2ccccc2)cc1, c1ccc(P(c2ccccc2)c2ccccc2)cc1, OB(O)c1ccncc1. The product is COc1cc(-c2ccncc2)ccc1[N+](=O)[O-]. As a reaction SMILES: [C:22](=[O:23])([O-:24])[O-:25].[Cl:1][c:2]1[cH:3][c:4]([O:11][CH3:12])[c:5]([N+:8](=[O:9])[O-:10])[cH:6][cH:7]1.[Na+:26].[Na+:27].[O:28]1[CH2:29][CH2:30][O:31][CH2:32][CH2:33]1.[Pd:34]([Cl:35])[Cl:36].[c:37]1([P:38]([c:39]2[cH:40][cH:41][cH:42][cH:43][cH:44]2)[c:45]2[cH:46][cH:47][cH:48][cH:49][cH:50]2)[cH:51][cH:52][cH:53][cH:54][cH:55]1.[c:56]1([P:57]([c:58]2[cH:59][cH:60][cH:61][cH:62][cH:63]2)[c:64]2[cH:65][cH:66][cH:67][cH:68][cH:69]2)[cH:70][cH:71][cH:72][cH:73][cH:74]1.[n:13]1[cH:14][cH:15][c:16]([B:19]([OH:20])[OH:21])[cH:17][cH:18]1>>[c:2]1(-[c:16]2[cH:15][cH:14][n:13][cH:18][cH:17]2)[cH:3][c:4]([O:11][CH3:12])[c:5]([N+:8](=[O:9])[O-:10])[cH:6][cH:7]1. Reactants: O=C1N2[C@H](C=3N(C4=C1C=CC=C4)C=NC3C(=O)O)CC2 ((S)-12,12a-dihydro-9-oxo-9H,11H-azeto[2,1-c]imidazo[1,5-a][1,4]benzodiazepine-1-carboxylic acid). Run in C(C)(=O)OCC (ethyl acetate). The product is C=1N=CN2C1[C@H]1N(C(C3=C2C=CC=C3)=O)CC1 ((S)-12,12a-dihydro-9H,11H-azeto[2,1-c]imidazo[1,5-a][1,4]benzodiazepin-9-one). Reaction SMILES: [O:1]=[C:2]1[C:8]2[CH:9]=[CH:10][CH:11]=[CH:12][C:7]=2[N:6]2[CH:13]=[N:14][C:15](C(O)=O)=[C:5]2[C@@H:4]2[CH2:19][CH2:20][N:3]12>C(OCC)(=O)C>[CH:15]1[N:14]=[CH:13][N:6]2[C:7]3[CH:12]=[CH:11][CH:10]=[CH:9][C:8]=3[C:2](=[O:1])[N:3]3[CH2:20][CH2:19][C@H:4]3[C:5]=12. Reported procedure: 1.3 g (4.8 mmol) of (S)-12,12a-dihydro-9-oxo-9H,11H-azeto[2,1-c]imidazo[1,5-a][1,4]benzodiazepine-1-carboxylic acid are heated to 240° until the gas evolution ceases. After recrysallization from ethyl acetate, there is obtained (S)-12,12a-dihydro-9H,11H-azeto[2,1-c]imidazo[1,5-a][1,4]benzodiazepin-9-one of melting point 195°-197°. Starting materials: ClC1=CC=C(OCC#N)C=C1 (2-(4-chlorophenoxy)acetonitrile), Cl (HCl), C(C)O (ethanol). Yields the product Cl.ClC1=CC=C(OCC(OCC)=N)C=C1 (Ethyl 2-(4-chlorophenoxy)acetimidate hydrochloride). As a reaction SMILES: [Cl:1][C:2]1[CH:11]=[CH:10][C:5]([O:6][CH2:7][C:8]#[N:9])=[CH:4][CH:3]=1.Cl.[CH2:13]([OH:15])[CH3:14]>>[ClH:1].[Cl:1][C:2]1[CH:11]=[CH:10][C:5]([O:6][CH2:7][C:8](=[NH:9])[O:15][CH2:13][CH3:14])=[CH:4][CH:3]=1 |f:3.4|. Procedure: Commercially available 2-(4-chlorophenoxy)acetonitrile (Aldrich), HCl gas and ethanol were processed using the method described for Example 4A to obtain the titled compound. MS (ESI+) m/z 214 (M+H)+. Reactants: C1CCOC1, COC(=O)c1cnc(N2CCN(c3nc4c(-c5cc(F)c(F)c(F)c5)cc(C(F)(F)F)cc4[nH]3)C(C)C2)c(Cl)c1, Cl, [Na+], [OH-]. Yields the product CC1CN(c2ncc(C(=O)O)cc2Cl)CCN1c1nc2cc(C(F)(F)F)cc(-c3cc(F)c(F)c(F)c3)c2[nH]1. As a reaction SMILES: [CH2:44]1[O:45][CH2:46][CH2:47][CH2:48]1.[CH3:1][O:2][C:3]([c:4]1[cH:5][n:6][c:7]([N:11]2[CH2:12][CH:13]([CH3:39])[N:14]([c:17]3[n:18][c:19]4[c:20]([nH:21]3)[cH:22][c:23]([C:35]([F:36])([F:37])[F:38])[cH:24][c:25]4-[c:26]3[cH:27][c:28]([F:34])[c:29]([F:33])[c:30]([F:32])[cH:31]3)[CH2:15][CH2:16]2)[c:8]([Cl:10])[cH:9]1)=[O:40].[ClH:43].[Na+:42].[OH-:41]>>[O:2]=[C:3]([c:4]1[cH:5][n:6][c:7]([N:11]2[CH2:12][CH:13]([CH3:39])[N:14]([c:17]3[nH:18][c:19]4[c:20]([n:21]3)[cH:22][c:23]([C:35]([F:36])([F:37])[F:38])[cH:24][c:25]4-[c:26]3[cH:27][c:28]([F:34])[c:29]([F:33])[c:30]([F:32])[cH:31]3)[CH2:15][CH2:16]2)[c:8]([Cl:10])[cH:9]1)[OH:40]. Starting materials: CCNCC, C=O, ClCCl, CCOC(=O)C(C(=O)O)C(c1ccccc1)c1ccc(NC(=O)OC(C)(C)C)nc1, CCOC(C)=O. Yields the product C=C(C(=O)OCC)C(c1ccccc1)c1ccc(NC(=O)OC(C)(C)C)nc1. As a reaction SMILES: [CH2:1]([NH:2][CH2:3][CH3:4])[CH3:5].[CH2:36]=[O:37].[CH2:38]([Cl:39])[Cl:40].[CH2:6]([CH3:7])[O:8][C:9]([CH:10]([C:11]([OH:12])=[O:13])[CH:14]([c:15]1[cH:16][cH:17][cH:18][cH:19][cH:20]1)[c:21]1[cH:22][n:23][c:24]([NH:27][C:28](=[O:29])[O:30][C:31]([CH3:32])([CH3:33])[CH3:34])[cH:25][cH:26]1)=[O:35].[CH3:41][CH2:42][O:43][C:44](=[O:45])[CH3:46]>>[CH2:6]([CH3:7])[O:8][C:9]([C:10](=[CH2:11])[CH:14]([c:15]1[cH:16][cH:17][cH:18][cH:19][cH:20]1)[c:21]1[cH:22][n:23][c:24]([NH:27][C:28](=[O:29])[O:30][C:31]([CH3:32])([CH3:33])[CH3:34])[cH:25][cH:26]1)=[O:35].